Task: describe an organic reaction: reactants, conditions, products, and yield. Dataset: the Open Reaction Database (ORD), a public repository of structured organic reaction records The reactants are Br, CO, CC(=O)O, CC1(c2ccc(Cl)c(Cl)c2)CCOC1=O, O=S(Cl)Cl. Yields the product COC(=O)C(C)(CCBr)c1ccc(Cl)c(Cl)c1. As a reaction SMILES: [BrH:16].[CH3:21][OH:22].[CH3:23][C:24](=[O:25])[OH:26].[Cl:1][c:2]1[cH:3][c:4]([C:9]2([CH3:15])[C:10](=[O:14])[O:11][CH2:12][CH2:13]2)[cH:5][cH:6][c:7]1[Cl:8].[S:17]([Cl:18])([Cl:19])=[O:20]>>[Cl:1][c:2]1[cH:3][c:4]([C:9]([C:10]([O:11][CH3:21])=[O:14])([CH2:13][CH2:12][Br:16])[CH3:15])[cH:5][cH:6][c:7]1[Cl:8].